This data is from the Open Reaction Database (ORD), a public repository of structured organic reaction records. The task is: describe an organic reaction: reactants, conditions, products, and yield The reactants are Cl (HCl), C(C1=CC=CC=C1)OCC(=O)N(C)CCN(C)C (2-Benzyloxy-N-(2-(dimethylamino)ethyl)-N-methylacetamide), [H][H] (hydrogen). Reagents/catalysts: [Pd] (palladium on charcoal), catalyst. Solvent: CO (methanol). Run at time 8 hour. Product: CN(CCN(C(CO)=O)C)C (N-(2-(Dimethylamino)ethyl)-2-Hydroxy-N-methylacetamide), Cl (HCl). Reaction SMILES: [ClH:1].C([O:9][CH2:10][C:11]([N:13]([CH2:15][CH2:16][N:17]([CH3:19])[CH3:18])[CH3:14])=[O:12])C1C=CC=CC=1.[H][H]>[Pd].CO>[CH3:18][N:17]([CH3:19])[CH2:16][CH2:15][N:13]([CH3:14])[C:11](=[O:12])[CH2:10][OH:9].[ClH:1]. Procedure details: Crude HCl salt of 101 was mixed with 201.8 mg (0.1896 mmol) of palladium on charcoal (10%) in 15 mL of methanol. The mixture was subjected to hydrogen atmosphere at 50 psi on a Parr apparatus at room temperature. After overnight, another 200.9 mg of catalyst was needed. After overnight, reaction was completed and the insolubles was filtered off through glass fiber filter paper. The filtrate was concentrated to yield 254.6 mg (quant.) of product 102 as HCl salt: 1H NMR (400 MHz, CDCl3): δ 2.89 (s... Reactants: CN(C)Cc1ccc2c(c1)c(C1=CCN(CCN3CCNC3=O)CC1)cn2-c1ccc(F)cc1, CC(C)=O. The product is CN(C)Cc1ccc2c(c1)c(C1CCN(CCN3CCNC3=O)CC1)cn2-c1ccc(F)cc1. RXN SMILES: [CH3:1][N:2]([CH3:3])[CH2:4][c:5]1[cH:6][c:7]2[c:8]([C:21]3=[CH:26][CH2:25][N:24]([CH2:27][CH2:28][N:29]4[C:30](=[O:34])[NH:31][CH2:32][CH2:33]4)[CH2:23][CH2:22]3)[cH:9][n:10](-[c:14]3[cH:15][cH:16][c:17]([F:20])[cH:18][cH:19]3)[c:11]2[cH:12][cH:13]1.[CH3:35][C:36](=[O:37])[CH3:38]>>[CH3:1][N:2]([CH3:3])[CH2:4][c:5]1[cH:6][c:7]2[c:8]([CH:21]3[CH2:22][CH2:23][N:24]([CH2:27][CH2:28][N:29]4[C:30](=[O:34])[NH:31][CH2:32][CH2:33]4)[CH2:25][CH2:26]3)[cH:9][n:10](-[c:14]3[cH:15][cH:16][c:17]([F:20])[cH:18][cH:19]3)[c:11]2[cH:12][cH:13]1. Reactants: C(Cl)Cl (methylenechloride), COC=1C=C2C(=CNC(C2=CC1OC)=O)C#N (6,7-dimethoxy-1-oxo-1,2-dihydro-isoquinoline-4-carbonitrile), P(=O)(Br)(Br)Br (phosphorus oxybromide). The solvent is C1(=CC=CC=C1)OC (anisole). Reaction conditions: temperature 80 celsius. Yields the product BrC1=NC=C(C2=CC(=C(C=C12)OC)OC)C#N (1-bromo-6,7-dimethoxy-isoquinoline-4-carbonitrile). Yield: 73.1%. RXN SMILES: [CH3:1][O:2][C:3]1[CH:4]=[C:5]2[C:10](=[CH:11][C:12]=1[O:13][CH3:14])[C:9](=O)[NH:8][CH:7]=[C:6]2[C:16]#[N:17].P(Br)(Br)([Br:20])=O.C(Cl)Cl>C1(OC)C=CC=CC=1>[Br:20][C:9]1[C:10]2[C:5](=[CH:4][C:3]([O:2][CH3:1])=[C:12]([O:13][CH3:14])[CH:11]=2)[C:6]([C:16]#[N:17])=[CH:7][N:8]=1. Procedure: The mixture of 6,7-dimethoxy-1-oxo-1,2-dihydro-isoquinoline-4-carbonitrile (8 g, 35 mmol) and phosphorus oxybromide (70 g, 244 mmol) in anisole (30 mL) was heated to 80° C. for 12 h. The solvent and excess POBr3 were removed by rotary evaporator. The resulting solid was washed with hexane and dried. The solid was slowly added to ice and the product was extracted with chloroform. The organic layer was washed with saturated aqueous sodium carbonate solution, saturated aqueous sodium chloride solut... Reactants: NN1C=C(C(=C1C#N)C1=CC(=C(C=C1)NC(=O)OC(C)(C)C)F)C(=O)OCC (ethyl 1-amino-4-{4-[(tert-butoxycarbonyl)amino]-3-fluorophenyl}-5-cyano-1H-pyrrole-3-carboxylate), C(C)(=O)O.C(=N)N (formamidine acetate), P(=O)([O-])([O-])[O-].[K+].[K+].[K+] (potassium phosphate). Solvent: C(C)O (ethanol), O (water). Conditions: temperature 80 celsius, time 16 hour. Yields the product NC1=NC=NN2C1=C(C(=C2)C(=O)OCC)C2=CC(=C(C=C2)NC(=O)OC(C)(C)C)F (ethyl 4-amino-5-{4-[(tert-butoxycarbonyl)amino]-3-fluorophenyl}pyrrolo[2,1-f][1,2,4]triazine-6-carboxylate). Isolated yield 80.8%. Reaction SMILES: [NH2:1][N:2]1[C:6]([C:7]#[N:8])=[C:5]([C:9]2[CH:14]=[CH:13][C:12]([NH:15][C:16]([O:18][C:19]([CH3:22])([CH3:21])[CH3:20])=[O:17])=[C:11]([F:23])[CH:10]=2)[C:4]([C:24]([O:26][CH2:27][CH3:28])=[O:25])=[CH:3]1.C(O)(=O)C.[CH:33](N)=[NH:34].P([O-])([O-])([O-])=O.[K+].[K+].[K+]>C(O)C.O>[NH2:8][C:7]1[C:6]2=[C:5]([C:9]3[CH:14]=[CH:13][C:12]([NH:15][C:16]([O:18][C:19]([CH3:22])([CH3:21])[CH3:20])=[O:17])=[C:11]([F:23])[CH:10]=3)[C:4]([C:24]([O:26][CH2:27][CH3:28])=[O:25])=[CH:3][N:2]2[N:1]=[CH:33][N:34]=1 |f:1.2,3.4.5.6|. Reported procedure: A mixture of ethyl 1-amino-4-{4-[(tert-butoxycarbonyl)amino]-3-fluorophenyl}-5-cyano-1H-pyrrole-3-carboxylate (18.06 g, 46.5 mmol), formamidine acetate (48.41 g, 464.9 mmol) and finely ground potassium phosphate (19.74 g, 93.0 mmol) in ethanol (350 mL) was heated at 80° C. overnight. After 16 h, the reaction mixture was cooled to rt and diluted with 1.8 L water. The resulting precipitate was filtered thru a glass frit and washed with water. Drying in a vacuum oven provided the title compound as ... The reactants are ferric chloride, CC1(C=C(C2=CC(=CC=C12)[N+](=O)[O-])C1=CC=CC=C1)C (1,1-dimethyl-5-nitro-3-phenyl-1H-indene). Reagents/catalysts: [Fe] (iron). Run in O (water), C1=CC=CC=C1 (benzene), O (water), C(C)(=O)OCC (ethyl acetate). Yields the product NC=1C=C2C(=CC(C2=CC1)(C)C)C1=CC=CC=C1 (5-Amino-1,1-dimethyl-3-phenyl-1H-indene). Yield: 98.7%. RXN SMILES: [CH3:1][C:2]1([CH3:20])[C:10]2[C:5](=[CH:6][C:7]([N+:11]([O-])=O)=[CH:8][CH:9]=2)[C:4]([C:14]2[CH:19]=[CH:18][CH:17]=[CH:16][CH:15]=2)=[CH:3]1>C1C=CC=CC=1.O.C(OCC)(=O)C.[Fe]>[NH2:11][C:7]1[CH:6]=[C:5]2[C:10](=[CH:9][CH:8]=1)[C:2]([CH3:20])([CH3:1])[CH:3]=[C:4]2[C:14]1[CH:19]=[CH:18][CH:17]=[CH:16][CH:15]=1. Reported procedure: To a mixture of 1,1-dimethyl-5-nitro-3-phenyl-1H-indene (0.56 g, 2.11 mmol) in 5 mL of benzene was added 33% ferric chloride (1 mL) and 4 mL of water. The mixture was stirred at reflux and iron powder 1.00 g, 5.28 mmol) was added in four portions during 2 hours. The resulting mixture was stirred at reflux for additional 18 hours. The mixture was diluted with 20 mL of water and 20 mL of ethyl acetate, and filtered through a pad of celite. The filtrate was extracted with ethyl acetate (20 mL×3). T...